Dataset: the Open Reaction Database (ORD), a public repository of structured organic reaction records. Task: describe an organic reaction: reactants, conditions, products, and yield Procedure: Prepared according to the procedure described in Example 55, Step 2 using the following starting materials: [3-(6-Chloro-7-fluoro-2-methyl-1H-indol-3-ylsulfanyl)-phenyl]-acetic acid ethyl ester and 4-bromo-1-ethyl-1H-pyrazole. Product: C(C)OC(CC1=CC(=CC=C1)SC1=C(N(C2=C(C(=CC=C12)Cl)F)C=1C=NN(C1)CC)C)=O ({3-[6-Chloro-1-(1-ethyl-1H-pyrazol-4-yl)-7-fluoro-2-methyl-1H-indol-3-ylsulfanyl]-phenyl}-acetic acid ethyl ester). As a reaction SMILES: [CH2:1]([O:3][C:4](=[O:25])[CH2:5][C:6]1[CH:11]=[CH:10][CH:9]=[C:8]([S:12][C:13]2[C:21]3[C:16](=[C:17]([F:23])[C:18]([Cl:22])=[CH:19][CH:20]=3)[NH:15][C:14]=2[CH3:24])[CH:7]=1)[CH3:2].Br[C:27]1[CH:28]=[N:29][N:30]([CH2:32][CH3:33])[CH:31]=1>>[CH2:1]([O:3][C:4](=[O:25])[CH2:5][C:6]1[CH:11]=[CH:10][CH:9]=[C:8]([S:12][C:13]2[C:21]3[C:16](=[C:17]([F:23])[C:18]([Cl:22])=[CH:19][CH:20]=3)[N:15]([C:27]3[CH:28]=[N:29][N:30]([CH2:32][CH3:33])[CH:31]=3)[C:14]=2[CH3:24])[CH:7]=1)[CH3:2]. Reactants: C(C)OC(CC1=CC(=CC=C1)SC1=C(NC2=C(C(=CC=C12)Cl)F)C)=O ([3-(6-Chloro-7-fluoro-2-methyl-1H-indol-3-ylsulfanyl)-phenyl]-acetic acid ethyl ester), BrC=1C=NN(C1)CC (4-bromo-1-ethyl-1H-pyrazole). The reactants are BrC=1C(=C(C(=O)N)C(=CC1)F)OC (3-bromo-6-fluoro-2-methoxybenzamide), ClC1=NC(=NC(=N1)Cl)Cl (2,4,6-trichloro-[1,3,5]triazine), ice water. Solvent: CN(C)C=O (DMF). Conditions: time 2 hour. The product is BrC=1C(=C(C#N)C(=CC1)F)OC (3-bromo-6-fluoro-2-methoxybenzonitrile). As a reaction SMILES: [Br:1][C:2]1[C:3]([O:12][CH3:13])=[C:4]([C:8]([F:11])=[CH:9][CH:10]=1)[C:5]([NH2:7])=O.ClC1N=C(Cl)N=C(Cl)N=1>CN(C=O)C>[Br:1][C:2]1[C:3]([O:12][CH3:13])=[C:4]([C:8]([F:11])=[CH:9][CH:10]=1)[C:5]#[N:7]. Reported procedure: A solution of 3-bromo-6-fluoro-2-methoxybenzamide (14 g, 61 mmol) in 100 mL of DMF was added 2,4,6-trichloro-[1,3,5]triazine (12.3 g, 67.0 mmol) portionwise at 0° C. and stirred for 2 hours before poured to ice/water. The white solid was collected by filtration and was washed with water, dissolved in DCM, dried over anhydrous Na2SO4 and concentrated to afford 3-bromo-6-fluoro-2-methoxybenzonitrile. Reactants: C(C)OC(=O)C1(OC2=C(O1)C=CC(=C2)CC(C)NCC(O)C2=CC(=CC=C2)Cl)C(=O)OCC (5-{2-[2-(3-chloro-phenyl)-2-hydroxy-ethylamino]-propyl}-benzo[1,3]dioxole-2,2-dicarboxylic acid bis-ethyl ester), O1C(=CC=C1)CN (2-furanylmethylamine). The solvent is C(C)O (ethanol). The product is O1C(=CC=C1)CN(C(=O)C1(OC2=C(O1)C=CC(=C2)CC(C)NCC(O)C2=CC(=CC=C2)Cl)C(=O)O)CC=2OC=CC2 (5-{2-[2-(3-Chloro-phenyl)-2-hydroxy-ethylamino]-propyl}-benzo[1,3]dioxole-2,2-dicarboxylic acid bis-(2-furanylmethyl) amide). Reaction SMILES: C(O[C:4]([C:6]1([C:29]([O:31]CC)=[O:30])[O:10][C:9]2[CH:11]=[CH:12][C:13]([CH2:15][CH:16]([NH:18][CH2:19][CH:20]([C:22]3[CH:27]=[CH:26][CH:25]=[C:24]([Cl:28])[CH:23]=3)[OH:21])[CH3:17])=[CH:14][C:8]=2[O:7]1)=[O:5])C.[O:34]1[CH:38]=[CH:37][CH:36]=[C:35]1[CH2:39][NH2:40]>C(O)C>[O:34]1[CH:38]=[CH:37][CH:36]=[C:35]1[CH2:39][N:40]([CH2:39][C:35]1[O:34][CH:38]=[CH:37][CH:36]=1)[C:4]([C:6]1([C:29]([OH:31])=[O:30])[O:10][C:9]2[CH:11]=[CH:12][C:13]([CH2:15][CH:16]([NH:18][CH2:19][CH:20]([C:22]3[CH:27]=[CH:26][CH:25]=[C:24]([Cl:28])[CH:23]=3)[OH:21])[CH3:17])=[CH:14][C:8]=2[O:7]1)=[O:5]. Procedure: A mixture of 5-{2-[2-(3-chloro-phenyl)-2-hydroxy-ethylamino]-propyl}-benzo[1,3]dioxole-2,2-dicarboxylic acid bis-ethyl ester (2.4 g, 5 mmol) and 2-furanylmethylamine (10 mL, excess) was refluxed in ethanol for 48 h. The reaction mixture was concentrated and the residue obtained was extracted with chloroform:methanol (3:1). It was washed with water and dried over anhydrous MgSO4. The organic layer was filtered and concentrated. The residue obtained was chromatographed over silica gel eluted with ...